From a dataset of the Open Reaction Database (ORD), a public repository of structured organic reaction records. describe an organic reaction: reactants, conditions, products, and yield Reactants: IC(C)C (2-iodopropane), compound A1, Cl.COC=1C=C(C=CC1OC)C1=NN(C([C@@H]2CC=CC[C@H]12)=O)C1CCN(CC1)CC1=CC=C2C=CC(OC2=C1)=O ((4aS,8aR)-4-(3,4-Dimethoxyphenyl)-2-[1-(2-oxo-2H-chromen-7-ylmethyl)-piperidin-4-yl]-4a,5,8,8a-tetrahydro-2H-phthalazin-1-one hydrochloride). The product is Cl.COC=1C=C(C=CC1OC)C1=NN(C(C2CC=CCC12)=O)C1CCN(CC1)C(C)C (4-(3,4-Dimethoxyphenyl)-2-(1-isopropyl-piperidin-4-yl)-4a,5,8,8a-tetrahydro-2H-phthalazin-1-one hydrochloride). As a reaction SMILES: I[CH:2](C)C.[ClH:5].[CH3:6][O:7][C:8]1[CH:9]=[C:10]([C:16]2[C@@H:25]3[C@@H:20]([CH2:21][CH:22]=[CH:23][CH2:24]3)[C:19](=[O:26])[N:18]([CH:27]3[CH2:32][CH2:31][N:30]([CH2:33][C:34]4C=C5C(C=CC(=O)O5)=CC=4)[CH2:29][CH2:28]3)[N:17]=2)[CH:11]=[CH:12][C:13]=1[O:14][CH3:15]>>[ClH:5].[CH3:6][O:7][C:8]1[CH:9]=[C:10]([C:16]2[CH:25]3[CH:20]([CH2:21][CH:22]=[CH:23][CH2:24]3)[C:19](=[O:26])[N:18]([CH:27]3[CH2:32][CH2:31][N:30]([CH:33]([CH3:34])[CH3:2])[CH2:29][CH2:28]3)[N:17]=2)[CH:11]=[CH:12][C:13]=1[O:14][CH3:15] |f:1.2,3.4|. Procedure: Prepared from 2-iodopropane and starting compound A1 as described for compound 18. M.p. 158-159° C. The reactants are O=C1N(CCCC1)C(=O)OC(C)(C)C (2-Oxo-1-piperidinecarboxylic acid, 1,1-dimethylethyl ester), C[Si](C)(C)[N-][Si](C)(C)C.[Li+] (lithium bis(trimethylsilyl)amide), C(CC(O)(C(=O)O)CC(=O)O)(=O)O (citric acid), CI (methyl iodide). Run in C1CCOC1 (THF), CCOCC (Et2O). Conditions: temperature -78 celsius, time 30 minute. The product is CC1(C(N(CCC1)C(=O)OC(C)(C)C)=O)C (3,3-Dimethyl-2-oxo-1-piperidinecarboxylic acid, 1,1-dimethylethyl ester). As a reaction SMILES: O=[C:2]1CCCC[N:3]1[C:8]([O:10][C:11]([CH3:14])([CH3:13])[CH3:12])=[O:9].C[Si]([N-][Si](C)(C)C)(C)C.[Li+].[CH3:25]I.C(O)(=O)[CH2:28][C:29]([CH2:34][C:35](O)=O)([C:31]([OH:33])=O)O>C1COCC1.CCOCC>[CH3:25][C:29]1([CH3:28])[CH2:34][CH2:35][CH2:2][N:3]([C:8]([O:10][C:11]([CH3:14])([CH3:13])[CH3:12])=[O:9])[C:31]1=[O:33] |f:1.2|. Reported procedure: To the title compound of Step (A) (1.08 g, 5.42 mmol) in 10.8 ml THF at -78° C., lithium bis(trimethylsilyl)amide (1M in THF, 13.6 ml, 13.6 mmol) was added dropwise in 10 min. The mixture was stirred at -78° C. for 30 minutes and methyl iodide (4.62 g, 32.52 mmol) was added. The reaction mixture was slowly warmed to room temperature and stirred at room temperature for two days. To the reaction mixture, 30 ml Et2O and 15 ml 5% aqueous citric acid were added. The organic liquid was separated and w... Yields the product [N+](=O)([O-])C1=C(C=CC=C1)NN1C(=CC=C1)C(C(Cl)(Cl)Cl)=O (1-(2-Nitrophenylamino)-2-trichloracetyl pyrrole). As a reaction SMILES: [N+:1]([C:4]1[CH:9]=[CH:8][CH:7]=[CH:6][C:5]=1[NH:10][N:11]1[CH:15]=[CH:14][CH:13]=[CH:12]1)([O-:3])=[O:2].[Cl:16][C:17]([Cl:21])([Cl:20])[C:18]#N.Cl.[OH2:23]>CCOCC>[N+:1]([C:4]1[CH:9]=[CH:8][CH:7]=[CH:6][C:5]=1[NH:10][N:11]1[CH:15]=[CH:14][CH:13]=[C:12]1[C:18](=[O:23])[C:17]([Cl:21])([Cl:20])[Cl:16])([O-:3])=[O:2]. Starting materials: [N+](=O)([O-])C1=C(C=CC=C1)NN1C=CC=C1 (1-(2-nitrophenylamino)-pyrrole), O (Water), ClC(C#N)(Cl)Cl (trichloroacetonitrile), Cl (hydrogen chloride). Reported procedure: A cooled solution of 40.5 g 1-(2-nitrophenylamino)-pyrrole (prepared as described in Example 1b) and 43 g trichloroacetonitrile in 650 ml of absolute ether is saturated with gaseous hydrogen chloride. The mixture isstirred with cooling for 24 hours. Water is added carefully and then ether.The ether phase is washed with brine, dried and concentrated to give the heading compound, m.p. 145°-148° (recrystallised from ether/petroleum ether). Solvent: CCOCC (ether), CCOCC (ether). Starting materials: NC1=CC(=C(C=C1F)O)F (4-amino-2,5-difluorophenol), [H-].[K+] (potassium hydride), ClC1=CC(=NC=C1)C(=O)N (4-chloropicolinamide). Run in CN(C)C=O (DMF), CN(C)C=O (DMF). Conditions: time 1 hour. Product: NC1=CC(=C(OC2=CC(=NC=C2)C(=O)N)C=C1F)F (4-(4-Amino-2,5-difluorophenoxy)picolinamide). Reaction SMILES: [H-].[K+].[NH2:3][C:4]1[C:9]([F:10])=[CH:8][C:7]([OH:11])=[C:6]([F:12])[CH:5]=1.Cl[C:14]1[CH:19]=[CH:18][N:17]=[C:16]([C:20]([NH2:22])=[O:21])[CH:15]=1>CN(C=O)C>[NH2:3][C:4]1[C:9]([F:10])=[CH:8][C:7]([O:11][C:14]2[CH:19]=[CH:18][N:17]=[C:16]([C:20]([NH2:22])=[O:21])[CH:15]=2)=[C:6]([F:12])[CH:5]=1 |f:0.1|. Reported procedure: To a mixture of potassium hydride (30-35% dispersion in mineral oil, 1.9 g, 13.9 mmol) in DMF (30 mL) was added 4-amino-2,5-difluorophenol (1.7 g, 11.6 mmol) as a solution in DMF (5 mL). After one hour of stirring at ambient temperature, 4-chloropicolinamide (1.8 g, 11.6 mmol) was added and the reaction mixture was heated to 100° C. for 135 h. The mixture was cooled to room temperature, quenched with 10% aqueous lithium chloride and then extracted three times with EtOAc. The combined organic lay... Reactants: C(Cl)Cl (methylene chloride), SCC(=O)O (mercaptoacetic acid), N1=CC=CC=C1 (pyridine), FC(S(=O)(=O)[O-])(F)F.FC(C(C(C(C(C(C(C(C([I+]C1=CC=CC=C1)(F)F)(F)F)(F)F)(F)F)(F)F)(F)F)(F)F)(F)F)(C(F)(F)F)F (heneicosafluoro-n-decylphenyliodonium trifluoromethanesulfonate). Run in C(C)OCC (diethyl ether), CCCCC (pentane). Product: FC(C(C(C(C(C(C(C(C(CC(=S)O)(F)F)(F)F)(F)F)(F)F)(F)F)(F)F)(F)F)(F)F)(C(F)(F)F)F (heneicosafluoro-n-decylthioacetic acid). Isolated yield 89.0%. Reaction SMILES: C(Cl)Cl.S[CH2:5][C:6]([OH:8])=O.N1C=CC=CC=1.FC(F)(F)[S:17]([O-])(=O)=O.[F:23][C:24]([F:60])([C:56]([F:59])([F:58])[F:57])[C:25]([F:55])([F:54])[C:26]([F:53])([F:52])[C:27]([F:51])([F:50])[C:28]([F:49])([F:48])[C:29]([F:47])([F:46])[C:30]([F:45])([F:44])[C:31]([F:43])([F:42])[C:32]([F:41])([F:40])[I+]C1C=CC=CC=1>C(OCC)C.CCCCC>[F:23][C:24]([F:60])([C:56]([F:59])([F:58])[F:57])[C:25]([F:55])([F:54])[C:26]([F:53])([F:52])[C:27]([F:51])([F:50])[C:28]([F:49])([F:48])[C:29]([F:47])([F:46])[C:30]([F:45])([F:44])[C:31]([F:43])([F:42])[C:32]([F:41])([F:40])[CH2:5][C:6]([OH:8])=[S:17] |f:3.4|. Reported procedure: 3 ml of methylene chloride, 0.036 ml of mercaptoacetic acid and 0.04 ml of pyridine were charged in a flask, and 384 mg of heneicosafluoro-n-decylphenyliodonium trifluoromethanesulfonate was added thereto while stirring at room temperature, followed by allowing the mixture to react for 30 minutes at room temperature. The reaction mixture was subjected to silica gel column chromatography, and pentane and then diethyl ether were passed through the column. The diethyl ether was then distilled of to... Starting materials: {2-[3-(3-acetyl-phenyl)-3-cyclopentylmethyl-ureido]-thiazol-5-ylsulfanyl}-acetic acid ethyl, C(C)OC(CSC1=CN=C(S1)N)=O ((2-amino-thiazol-5-ylsulfanyl)acetic acid ethyl ester), C1(CCCC1)CN(C(NC=1SC=C(N1)CC(=O)O)=O)C1=CC=C(C=C1)S(=O)(=O)C ({2-[3-cyclopentylmethyl-3-(4-methanesulfonyl-phenyl)-ureido]-thiazol-4-yl}-acetic acid), C1(CCCC1)CNC1=CC(=CC=C1)C(C)=O (cyclopentylmethyl-(3-acetyl-phenyl)-amine). The product is C(C)(=O)C=1C=C(C=CC1)N(C(NC=1SC(=CN1)SCC(=O)O)=O)CC1CCCC1 ({2-[3-(3-Acetyl-phenyl)-3-cyclopentylmethyl-ureido]-thiazol-5-ylsulfanyl}-acetic acid). As a reaction SMILES: [CH:1]1([CH2:6][N:7]([C:20]2[CH:25]=[CH:24][C:23](S(C)(=O)=O)=[CH:22][CH:21]=2)[C:8](=[O:19])[NH:9][C:10]2[S:11][CH:12]=[C:13](CC(O)=O)[N:14]=2)[CH2:5][CH2:4][CH2:3][CH2:2]1.C1(CNC2C=CC=[C:39]([C:43](=[O:45])C)C=2)CCCC1.C([O:48][C:49](=[O:58])[CH2:50][S:51]C1SC(N)=NC=1)C>>[C:43]([C:24]1[CH:25]=[C:20]([N:7]([CH2:6][CH:1]2[CH2:5][CH2:4][CH2:3][CH2:2]2)[C:8](=[O:19])[NH:9][C:10]2[S:11][C:12]([S:51][CH2:50][C:49]([OH:48])=[O:58])=[CH:13][N:14]=2)[CH:21]=[CH:22][CH:23]=1)(=[O:45])[CH3:39]. Reported procedure: The title compound was prepared via {2-[3-(3-acetyl-phenyl)-3-cyclopentylmethyl-ureido]-thiazol-5-ylsulfanyl}-acetic acid ethyl esterin a similar manner as described for the synthesis of {2-[3-cyclopentylmethyl-3-(4-methanesulfonyl-phenyl)-ureido]-thiazol-4-yl}-acetic acid, using cyclopentylmethyl-(3-acetyl-phenyl)-amine and (2-amino-thiazol-5-ylsulfanyl)acetic acid ethyl ester Starting materials: [BH4-].[Na+] (NaBH4), C(C)(C)OC(=O)N1CCC(CC1)ON=C1CCN(CC1)C1=C(C=C(C(=C1)F)C(C)=O)F (4-[1-(4-Acetyl-2,5-difluoro-phenyl)-piperidin-4-ylideneaminooxy]-piperidine-1-carboxylic acid isopropyl ester), C(C)(=O)OCC (ethyl acetate). Solvent: C(=O)(O)[O-].[Na+] (NaHCO3), CO (methanol). Run at time 1 hour. Yields the product C(C)(C)OC(=O)N1CCC(CC1)ON=C1CCN(CC1)C1=C(C=C(C(=C1)F)C(C)O)F (4-{1-[2,5-Difluoro-4-(1-hydroxy-ethyl)-phenyl]-piperidin-4-ylideneaminooxy}-piperidine-1-carboxylic acid isopropyl ester). RXN SMILES: [BH4-].[Na+].[CH:3]([O:6][C:7]([N:9]1[CH2:14][CH2:13][CH:12]([O:15][N:16]=[C:17]2[CH2:22][CH2:21][N:20]([C:23]3[CH:28]=[C:27]([F:29])[C:26]([C:30](=[O:32])[CH3:31])=[CH:25][C:24]=3[F:33])[CH2:19][CH2:18]2)[CH2:11][CH2:10]1)=[O:8])([CH3:5])[CH3:4].C(OCC)(=O)C>CO.C([O-])(O)=O.[Na+]>[CH:3]([O:6][C:7]([N:9]1[CH2:14][CH2:13][CH:12]([O:15][N:16]=[C:17]2[CH2:18][CH2:19][N:20]([C:23]3[CH:28]=[C:27]([F:29])[C:26]([CH:30]([OH:32])[CH3:31])=[CH:25][C:24]=3[F:33])[CH2:21][CH2:22]2)[CH2:11][CH2:10]1)=[O:8])([CH3:5])[CH3:4] |f:0.1,5.6|. Procedure: NaBH4 (0.15 g, 3.9 mmol) was added at 0° C. to a stirred solution of 50a (0.15 g, 0.34 mmol) in 5 mL of methanol. After 1 h, the mixture was diluted with 10 mL of saturated NaHCO3 and stirred for 20 minutes. The mixture was poured into ethyl acetate (25 mL), washed twice with brine (25 mL), dried and concentrated under vacuum. The residue was purified on an AS-H column (elution with 5% EtOH+0.1% triethylamine in hexane) to afford the 2 enantiomers of 4-{1-[2,5-difluoro-4-(1-hydroxy-ethyl)-phenyl... The reactants are C(C)(C)(C)C1=C(C(=CC2=C1CC(O2)(CCCCC)CCCCC)C(C)(C)C)O (4,6-di-t-butyl-5-hydroxy-2,2-di-n-pentyl-2,3-dihydrobenzofuran), O (water). Reagents/catalysts: CS(=O)(=O)O (methanesulfonic acid). Solvent: ClCCl (dichloromethane). Yields the product C(C)(C)(C)C1=CC2=C(CC(O2)(CCCCC)CCCCC)C=C1O (6-t-butyl-5-hydroxy-2,2-di-n-pentyl-2,3-dihydrobenzofuran). Isolated yield 21.6%. As a reaction SMILES: C([C:5]1[C:10]2[CH2:11][C:12]([CH2:19][CH2:20][CH2:21][CH2:22][CH3:23])([CH2:14][CH2:15][CH2:16][CH2:17][CH3:18])[O:13][C:9]=2[CH:8]=[C:7]([C:24]([CH3:27])([CH3:26])[CH3:25])[C:6]=1[OH:28])(C)(C)C.O>ClCCl.CS(O)(=O)=O>[C:24]([C:7]1[C:6]([OH:28])=[CH:5][C:10]2[CH2:11][C:12]([CH2:19][CH2:20][CH2:21][CH2:22][CH3:23])([CH2:14][CH2:15][CH2:16][CH2:17][CH3:18])[O:13][C:9]=2[CH:8]=1)([CH3:25])([CH3:27])[CH3:26]. Procedure: To 1.03 g of 4,6-di-t-butyl-5-hydroxy-2,2-di-n-pentyl-2,3-dihydrobenzofuran synthesized according to JP No. 6-206842A/94 dissolved in 15 ml of dichloromethane was added 7 drops of methanesulfonic acid and the mixture was stirred at room temperature for a whole day and night. Then, the reaction mixture was combined with water and extracted with dichloromethane. The extracted layers were washed with saturated brine, dried over anhydrous magnesium sulfate and then concentrated. The concentrate was ... Reactants: CSC(=C[N+](=O)[O-])SC, CN(C)Cc1ccc(CSCCN)o1, CC#N. Product: CSC(=C[N+](=O)[O-])NCCSCc1ccc(CN(C)C)o1. RXN SMILES: [CH3:15][S:16][C:17](=[CH:18][N+:19](=[O:20])[O-:21])[S:22][CH3:23].[CH3:1][N:2]([CH3:3])[CH2:4][c:5]1[cH:6][cH:7][c:8]([CH2:10][S:11][CH2:12][CH2:13][NH2:14])[o:9]1.[CH3:24][C:25]#[N:26]>>[CH3:1][N:2]([CH3:3])[CH2:4][c:5]1[cH:6][cH:7][c:8]([CH2:10][S:11][CH2:12][CH2:13][NH:14][C:17]([S:16][CH3:15])=[CH:18][N+:19](=[O:20])[O-:21])[o:9]1. Reactants: C(C)(C)[N-]C(C)C.[Li+] (lithium diisopropylamide), FC1=NC(=CC=C1)F (2,6-difluoropyridine), II (iodine). Run in C1CCOC1 (THF), C1CCOC1 (THF), CCOC(=O)C (EtOAc). Run at temperature -78 celsius, time 30 minute. The product is FC1=NC(=CC=C1I)F (2,6-difluoro-3-iodopyridine). RXN SMILES: C([N-]C(C)C)(C)C.[Li+].[F:9][C:10]1[CH:15]=[CH:14][CH:13]=[C:12]([F:16])[N:11]=1.[I:17]I>C1COCC1.CCOC(C)=O>[F:9][C:10]1[C:15]([I:17])=[CH:14][CH:13]=[C:12]([F:16])[N:11]=1 |f:0.1|. Procedure: To a stirred solution of lithium diisopropylamide (4.34 mL, 8.69 mmol, 2.0 M solution in heptane/THF/ethylbenzene) in THF (20 mL) at −78° C. under a nitrogen atmosphere was added 2,6-difluoropyridine (0.79 mL, 8.69 mmol). The mixture was stirred at −78° C. for 45 min before iodine (2.21 g, 8.69 mmol) in THF (10 mL) was added via syringe. The reaction was stirred for an additional 30 min at −78° C. The reaction mixture was diluted with EtOAc and washed with 10% aqueous sodium sulfite. The organic...